From a dataset of the Open Reaction Database (ORD), a public repository of structured organic reaction records. describe an organic reaction: reactants, conditions, products, and yield Reactants: O=C1C=C(N=C2N1CC=N2)CCN2N=CC1=CC(=CC=C21)C(=O)OCC (1-(2-(5-Oxo-imidazo[1,2-a]pyrimidin-7-yl)ethyl)-5-ethoxycarbonylindazole), S(=O)(=O)(O)O.NC=1NC=CN1 (2-aminoimidazole sulfate), C(C)(=O)[O-].[NH4+] (ammonium acetate). Run at temperature 150 celsius, time 2 hour. Product: O=C1C=C(N=C2N1CC=N2)CCN2N=CC1=CC(=CC=C21)C(=O)NC[C@@H](C(=O)O)NS(=O)(=O)C2=CC=CC=C2 (3-[1-[2-(5-Oxo-imidazo[1,2-a]pyrimidin-7-yl)ethyl]-indazol-5-ylcarbonylamino]-2(S)-benzenesulfonylamino-propionic acid). Isolated yield 65.0%. Reaction SMILES: [O:1]=[C:2]1[N:7]2[CH2:8][CH:9]=[N:10][C:6]2=[N:5][C:4]([CH2:11][CH2:12][N:13]2[C:21]3[C:16](=[CH:17][C:18]([C:22](OCC)=[O:23])=[CH:19][CH:20]=3)[CH:15]=[N:14]2)=[CH:3]1.[S:27]([OH:31])(O)(=O)=[O:28].NC1[NH:34][CH:35]=[CH:36][N:37]=1.[C:38]([O-:41])(=[O:40])C.[NH4+]>>[O:1]=[C:2]1[N:7]2[CH2:8][CH:9]=[N:10][C:6]2=[N:5][C:4]([CH2:11][CH2:12][N:13]2[C:21]3[C:16](=[CH:17][C:18]([C:22]([NH:34][CH2:35][C@H:36]([NH:37][S:27]([C:16]4[CH:21]=[CH:20][CH:19]=[CH:18][CH:17]=4)(=[O:31])=[O:28])[C:38]([OH:41])=[O:40])=[O:23])=[CH:19][CH:20]=3)[CH:15]=[N:14]2)=[CH:3]1 |f:1.2,3.4|. Procedure: 1-(2-(5-Oxo-imidazo[1,2-a]pyrimidin-7-yl)ethyl)-5-ethoxycarbonylindazole. A mixture of the product prepared according to Example E-19 Part F (665 mg, 2.0 mmol), 2-aminoimidazole sulfate (291 mg, 2.2 mmol) and ammonium acetate (340 mg, 4.4 mmol) was heated on an oil bath at 150° C. After 2 h, the mixture was cooled and triturated in ethanol. The resulting solid was collected by filtration, washed with ethanol and dried to provide the title product (459 mg, 65%) as a gray-tan powder: 1H NMR (DMSO-... The reactants are F[B-](F)(F)F, CC(C(=O)O)N1CCC(NC(=O)OCc2ccccc2)C1=O, C1COCCN1, CCN(C(C)C)C(C)C, [Cl-], [NH4+], CN(C)C=O, CN(C)C(On1nnc2ccccc21)=[N+](C)C. Yields the product CC(C(=O)N1CCOCC1)N1CCC(NC(=O)OCc2ccccc2)C1=O. RXN SMILES: [B-:23]([F:24])([F:25])([F:26])[F:27].[CH2:1]([c:2]1[cH:3][cH:4][cH:5][cH:6][cH:7]1)[O:8][C:9](=[O:10])[NH:11][CH:12]1[C:13](=[O:22])[N:14]([CH:17]([C:18](=[O:19])[OH:20])[CH3:21])[CH2:15][CH2:16]1.[CH2:54]1[CH2:55][O:56][CH2:57][CH2:58][NH:59]1.[CH:45]([N:46]([CH2:47][CH3:48])[CH:49]([CH3:50])[CH3:51])([CH3:52])[CH3:53].[Cl-:60].[NH4+:61].[O:62]=[CH:63][N:64]([CH3:65])[CH3:66].[n:28]1([O:29][C:30]([N:31]([CH3:32])[CH3:33])=[N+:34]([CH3:35])[CH3:36])[c:37]2[cH:38][cH:39][cH:40][cH:41][c:42]2[n:43][n:44]1>>[CH2:1]([c:2]1[cH:3][cH:4][cH:5][cH:6][cH:7]1)[O:8][C:9](=[O:10])[NH:11][CH:12]1[C:13](=[O:22])[N:14]([CH:17]([C:18](=[O:20])[N:59]2[CH2:54][CH2:55][O:56][CH2:57][CH2:58]2)[CH3:21])[CH2:15][CH2:16]1. Reactants: C1(CC1)CN1N=C(C=C(C1=O)COS(=O)(=O)C)C1=CC(=C(C=C1)OC)F (2-cyclopropylmethyl-6-(3-fluoro-4-methoxyphenyl)-4-methane-sulfonyloxymethyl-2H-pyridazin-3-one), N1(CCNCC1)C(=O)OC(C)(C)C (tert-butyl 1-piperazinecarboxylate). The product is C(C)(C)(C)OC(=O)N1CCN(CC1)CC=1C(N(N=C(C1)C1=CC(=C(C=C1)OC)F)CC1CC1)=O (4-(4-tert-butoxycarbonyl-1-piperazinyl)methyl-2-cyclopropylmethyl-6-(3-fluoro-4-methoxyphenyl)-2H-pyridazin-3-one). Yield: 98.9%. RXN SMILES: [CH:1]1([CH2:4][N:5]2[C:10](=[O:11])[C:9]([CH2:12]OS(C)(=O)=O)=[CH:8][C:7]([C:18]3[CH:23]=[CH:22][C:21]([O:24][CH3:25])=[C:20]([F:26])[CH:19]=3)=[N:6]2)[CH2:3][CH2:2]1.[N:27]1([C:33]([O:35][C:36]([CH3:39])([CH3:38])[CH3:37])=[O:34])[CH2:32][CH2:31][NH:30][CH2:29][CH2:28]1>>[C:36]([O:35][C:33]([N:27]1[CH2:32][CH2:31][N:30]([CH2:12][C:9]2[C:10](=[O:11])[N:5]([CH2:4][CH:1]3[CH2:3][CH2:2]3)[N:6]=[C:7]([C:18]3[CH:23]=[CH:22][C:21]([O:24][CH3:25])=[C:20]([F:26])[CH:19]=3)[CH:8]=2)[CH2:29][CH2:28]1)=[O:34])([CH3:39])([CH3:38])[CH3:37]. Procedure details: Following the procedure of Example 1(10), 2-cyclopropylmethyl-6-(3-fluoro-4-methoxyphenyl)-4-methane-sulfonyloxymethyl-2H-pyridazin-3-one and tert-butyl 1-piperazinecarboxylate were reacted to yield the title compound as a pale brown oil (yield: 98.9%).